From a dataset of the Open Reaction Database (ORD), a public repository of structured organic reaction records. describe an organic reaction: reactants, conditions, products, and yield The reactants are CC(C)([S@@](=O)N[C@@H](C1=CC=C(C=C1)P(OCC)(=O)C)C1=CC=CC=C1)C (Ethyl 4-((R)—((R)-1,1-dimethylethylsulfinamido)(phenyl)methyl)phenyl(methyl)phosphinate), CC(C)([S@@](=O)N[C@@H](C1=CC=C(C=C1)P(OCC)(=O)C)C1=CC=CC=C1)C (Ethyl 4-((R)—((R)-1,1-dimethylethylsulfinamido)(phenyl)methyl)phenyl(methyl)phosphinate), Cl.O1CCOCC1 (HCl dioxane). Reaction conditions: time 8 hour. Product: Cl.N[C@@H](C1=CC=C(C=C1)P(OCC)(=O)C)C1=CC=CC=C1 (Ethyl 4-((R)-amino(phenyl)methyl)phenyl(methyl)phosphinate hydrochloride). Yield: 91.0%. As a reaction SMILES: CC(C)([S@]([NH:6][C@H:7]([C:20]1[CH:25]=[CH:24][CH:23]=[CH:22][CH:21]=1)[C:8]1[CH:13]=[CH:12][C:11]([P:14]([CH3:19])(=[O:18])[O:15][CH2:16][CH3:17])=[CH:10][CH:9]=1)=O)C.[ClH:27].O1CCOCC1>>[ClH:27].[NH2:6][C@H:7]([C:20]1[CH:21]=[CH:22][CH:23]=[CH:24][CH:25]=1)[C:8]1[CH:9]=[CH:10][C:11]([P:14]([CH3:19])(=[O:18])[O:15][CH2:16][CH3:17])=[CH:12][CH:13]=1 |f:1.2,3.4|. Reported procedure: Ethyl 4-((R)—((R)-1,1-dimethylethylsulfinamido)(phenyl)methyl)phenyl(methyl)phosphinate, 23-b, (9.5 g, 24.1 mmol) was dissolved in HCl/dioxane (100 ml) and the mixture was stirred at room temperature overnight. Then it was concentrated under vacuum and the residue was washed with ethyl acetate to provide the product, 23-c, (7.16 g, 91%). Starting materials: C#CCN, CSC(N)=[NH2+], CSC(N)=[NH2+], O, O=S(=O)([O-])[O-]. The product is C#CCNC(=N)N, O=S(=O)([O-])[O-]. As a reaction SMILES: [CH2:16]([C:17]#[CH:18])[NH2:19].[CH3:11][S:12][C:13]([NH2:14])=[NH2+:15].[CH3:6][S:7][C:8](=[NH2+:9])[NH2:10].[OH2:20].[S:1](=[O:2])(=[O:3])([O-:4])[O-:5]>>[C:8](=[NH:9])([NH2:10])[NH:19][CH2:16][C:17]#[CH:18].[S:1](=[O:2])(=[O:3])([O-:4])[O-:5]. Reactants: C1(CCCCC1)CCC[C@H](CC(=O)OC(C)(C)C)C1=NC(=NO1)COS(=O)(=O)C1=CC=C(C=C1)C (tert-butyl(3R)-6-cyclohexyl-3-[3-({[(4-methylphenyl)sulfonyl]oxy}methyl)-1,2,4-oxadiazol-5-yl]hexanoate), COCCNCCOC (bis-(2-methoxyethyl)amine). Product: COCCN(CCOC)CC1=NOC(=N1)[C@@H](CC(=O)OC(C)(C)C)CCCC1CCCCC1 (tert-butyl(3R)-3-(3-{[bis(2-methoxyethyl)amino]methyl}-1,2,4-oxadiazol-5-yl)-6-cyclohexylhexanoate). RXN SMILES: [CH:1]1([CH2:7][CH2:8][CH2:9][C@@H:10]([C:19]2[O:23][N:22]=[C:21]([CH2:24]OS(C3C=CC(C)=CC=3)(=O)=O)[N:20]=2)[CH2:11][C:12]([O:14][C:15]([CH3:18])([CH3:17])[CH3:16])=[O:13])[CH2:6][CH2:5][CH2:4][CH2:3][CH2:2]1.[CH3:36][O:37][CH2:38][CH2:39][NH:40][CH2:41][CH2:42][O:43][CH3:44]>>[CH3:36][O:37][CH2:38][CH2:39][N:40]([CH2:24][C:21]1[N:20]=[C:19]([C@H:10]([CH2:9][CH2:8][CH2:7][CH:1]2[CH2:2][CH2:3][CH2:4][CH2:5][CH2:6]2)[CH2:11][C:12]([O:14][C:15]([CH3:18])([CH3:16])[CH3:17])=[O:13])[O:23][N:22]=1)[CH2:41][CH2:42][O:43][CH3:44]. Procedure details: Method as for preparation 5 using tert-butyl(3R)-6-cyclohexyl-3-[3-({[(4-methylphenyl)sulfonyl]oxy}methyl)-1,2,4-oxadiazol-5-yl]hexanoate (preparation 177) (500 mg, 0.99 mmol) and bis-(2-methoxyethyl)amine (280 μl, 1.98 mmol) as starting materials. Starting materials: O (water), C(O)([O-])=O.[Na+] (sodium hydrogen carbonate), C(C1=CC=CC=C1)N (benzylamine), FC1=C(C=C(C=C1)C=1OC2=C(N1)C=CC=C2)[N+](=O)[O-] (2-(4-fluoro-3-nitrophenyl)benzoxazole). Solvent: C(C)O (ethanol). Run at time 4 hour. Product: C(C1=CC=CC=C1)NC1=C(C=C(C=C1)C=1OC2=C(N1)C=CC=C2)[N+](=O)[O-] (2-(4-benzylamino-3-nitrophenyl)benzoxazole). The yield is 84.4%. As a reaction SMILES: F[C:2]1[CH:7]=[CH:6][C:5]([C:8]2[O:9][C:10]3[CH:16]=[CH:15][CH:14]=[CH:13][C:11]=3[N:12]=2)=[CH:4][C:3]=1[N+:17]([O-:19])=[O:18].C(=O)([O-])O.[Na+].[CH2:25]([NH2:32])[C:26]1[CH:31]=[CH:30][CH:29]=[CH:28][CH:27]=1.O>C(O)C>[CH2:25]([NH:32][C:2]1[CH:7]=[CH:6][C:5]([C:8]2[O:9][C:10]3[CH:16]=[CH:15][CH:14]=[CH:13][C:11]=3[N:12]=2)=[CH:4][C:3]=1[N+:17]([O-:19])=[O:18])[C:26]1[CH:31]=[CH:30][CH:29]=[CH:28][CH:27]=1 |f:1.2|. Procedure: To a suspension of 2-(4-fluoro-3-nitrophenyl)benzoxazole (see Working Example 15-2) (300 mg, 1.19 mmol) in ethanol (5 mL) was added sodium hydrogen carbonate (195 mg, 2.32 mmol) and benzylamine (311 mg, 2.90 mmol), and this was heated to reflux with stirring for 4 hours. After the reaction was complete, it was cooled to room temperature and water was added. The precipitated crystals were filtered off, and after washing with water and ethanol the crystals were dried to yield the title compound (3...